From a dataset of the Open Reaction Database (ORD), a public repository of structured organic reaction records. describe an organic reaction: reactants, conditions, products, and yield The reactants are BrC=1C=NC=CC1 (3-bromopyridine), BrC1=CC=C(C=C1)B(O)O (4-bromophenylboronic acid), ClC1=C(C=C(C=C1)[N+](=O)[O-])O (2-chloro-5-nitrophenol). The product is BrC1=CC=C(C=C1)C=1C=NC=CC1 (3-(4-Bromophenyl)pyridine). Reaction SMILES: Br[C:2]1[CH:3]=[N:4][CH:5]=[CH:6][CH:7]=1.[Br:8][C:9]1[CH:14]=[CH:13][C:12](B(O)O)=[CH:11][CH:10]=1.ClC1C=CC([N+]([O-])=O)=CC=1O>>[Br:8][C:9]1[CH:14]=[CH:13][C:12]([C:2]2[CH:3]=[N:4][CH:5]=[CH:6][CH:7]=2)=[CH:11][CH:10]=1. Procedure details: The title compound was prepared from 3-bromopyridine (5 g) and 4-bromophenylboronic acid by the method described in Description 15 (2.6 g, 35%). RXN SMILES: [CH3:1][O:2][C:3]([CH:4]([CH2:5][CH:6]1[CH2:7][CH2:8][CH2:9][CH2:10]1)[c:11]1[cH:12][cH:13][c:14](-[c:17]2[cH:18][n:19][cH:20][cH:21][cH:22]2)[cH:15][cH:16]1)=[O:23].[Li+:24].[O:26]1[CH2:27][CH2:28][CH2:29][CH2:30]1.[OH-:25]>>[O:2]=[C:3]([CH:4]([CH2:5][CH:6]1[CH2:7][CH2:8][CH2:9][CH2:10]1)[c:11]1[cH:12][cH:13][c:14](-[c:17]2[cH:18][n:19][cH:20][cH:21][cH:22]2)[cH:15][cH:16]1)[OH:23]. Starting materials: COC(=O)C(CC1CCCC1)c1ccc(-c2cccnc2)cc1, [Li+], C1CCOC1, [OH-]. Yields the product O=C(O)C(CC1CCCC1)c1ccc(-c2cccnc2)cc1. The reactants are CCOc1c([N+](=O)[O-])cc2c(NC(=O)OC(C)(C)C)nn(C(=O)OC(C)(C)C)c2c1F, CO, [H][H]. The product is CCOc1c(N)cc2c(NC(=O)OC(C)(C)C)nn(C(=O)OC(C)(C)C)c2c1F. RXN SMILES: [C:1]([CH3:2])([CH3:3])([CH3:4])[O:5][C:6](=[O:7])[NH:8][c:9]1[n:10][n:11]([C:25](=[O:26])[O:27][C:28]([CH3:29])([CH3:30])[CH3:31])[c:12]2[c:13]([F:24])[c:14]([O:21][CH2:22][CH3:23])[c:15]([N+:18]([O-:19])=[O:20])[cH:16][c:17]12.[CH3:34][OH:35].[H:32][H:33]>>[C:1]([CH3:2])([CH3:3])([CH3:4])[O:5][C:6](=[O:7])[NH:8][c:9]1[n:10][n:11]([C:25](=[O:26])[O:27][C:28]([CH3:29])([CH3:30])[CH3:31])[c:12]2[c:13]([F:24])[c:14]([O:21][CH2:22][CH3:23])[c:15]([NH2:18])[cH:16][c:17]12. Reactants: NC1=CC=C(OC2=CC(=NC=C2)C2=CC(=CN2)C(=O)OC)C=C1 (methyl 5-[4-(4-aminophenoxy)pyridin-2-yl]-1H-pyrrole-3-carboxylate), FC1=C(C=C(C=C1)C)N=C=O (2-fluoro-5-methyl-phenylisocyanate), Cl (HCl). Solvent: C1CCOC1 (THF). Run at time 1 hour. Product: FC1=C(C=C(C=C1)C)NC(=O)NC1=CC=C(OC2=CC(=NC=C2)C2=CC(=CN2)C(=O)OC)C=C1 (methyl 5-{4-[4-({[(2-fluoro-5-methylphenyl)amino]carbonyl}amino)phenoxy]pyridin-2-yl}-1H-pyrrole-3-carboxylate). Reaction SMILES: [NH2:1][C:2]1[CH:23]=[CH:22][C:5]([O:6][C:7]2[CH:12]=[CH:11][N:10]=[C:9]([C:13]3[NH:17][CH:16]=[C:15]([C:18]([O:20][CH3:21])=[O:19])[CH:14]=3)[CH:8]=2)=[CH:4][CH:3]=1.[F:24][C:25]1[CH:30]=[CH:29][C:28]([CH3:31])=[CH:27][C:26]=1[N:32]=[C:33]=[O:34].Cl>C1COCC1>[F:24][C:25]1[CH:30]=[CH:29][C:28]([CH3:31])=[CH:27][C:26]=1[NH:32][C:33]([NH:1][C:2]1[CH:23]=[CH:22][C:5]([O:6][C:7]2[CH:12]=[CH:11][N:10]=[C:9]([C:13]3[NH:17][CH:16]=[C:15]([C:18]([O:20][CH3:21])=[O:19])[CH:14]=3)[CH:8]=2)=[CH:4][CH:3]=1)=[O:34]. Procedure: To a stirred solution of methyl 5-[4-(4-aminophenoxy)pyridin-2-yl]-1H-pyrrole-3-carboxylate (1.0 g, 3.23 mmol) in anhydrous THF (10 ml) was added 2-fluoro-5-methyl-phenylisocyanate (488 mg, 3.23 mmol). The mixture was stirred at room temperature for one hour and poured into 200 ml of 0.02M HCl solution with vigorous stirring. The resulting precipitates were filtered, washed with water, and dried in vacuo to give methyl 5-{4-[4-({[(2-fluoro-5-methylphenyl)amino]carbonyl}amino)phenoxy]pyridin-2-yl...